From a dataset of the Open Reaction Database (ORD), a public repository of structured organic reaction records. describe an organic reaction: reactants, conditions, products, and yield Reactants: CCCCCC1OC1CO, CCCCCCCCc1ncc(-c2ccc(O)cc2)nc1F, CCOC(=O)N=NC(=O)OCC, c1ccc(P(c2ccccc2)c2ccccc2)cc1. The product is CCCCCCCCc1ncc(-c2ccc(OCC3OC3CCCCC)cc2)nc1F. As a reaction SMILES: [CH2:54]([CH2:55][CH2:56][CH2:57][CH3:58])[CH:59]1[CH:60]([CH2:62][OH:63])[O:61]1.[F:32][c:33]1[n:34][c:35](-[c:47]2[cH:48][cH:49][c:50]([OH:53])[cH:51][cH:52]2)[cH:36][n:37][c:38]1[CH2:39][CH2:40][CH2:41][CH2:42][CH2:43][CH2:44][CH2:45][CH3:46].[O:20]=[C:21]([O:22][CH2:23][CH3:24])[N:25]=[N:26][C:27]([O:28][CH2:29][CH3:30])=[O:31].[c:1]1([P:2]([c:3]2[cH:4][cH:5][cH:6][cH:7][cH:8]2)[c:9]2[cH:10][cH:11][cH:12][cH:13][cH:14]2)[cH:15][cH:16][cH:17][cH:18][cH:19]1>>[F:32][c:33]1[n:34][c:35](-[c:47]2[cH:48][cH:49][c:50]([O:53][CH2:62][CH:60]3[CH:59]([CH2:54][CH2:55][CH2:56][CH2:57][CH3:58])[O:61]3)[cH:51][cH:52]2)[cH:36][n:37][c:38]1[CH2:39][CH2:40][CH2:41][CH2:42][CH2:43][CH2:44][CH2:45][CH3:46]. Product: C(C)ON=C(CC)C=1C(CC(CC1O)C=1C=CC2=C(N(C(CO2)=O)C)C1)=O (2-(1-(Ethoxyimino)propyl)-3-hydroxy-5-(N-methyl-3-oxo-(2H)-1,4-benzoxazin-6-yl)-cyclohex-2-en-1-one). Reaction conditions: time 5 hour. The reactants are CS(=O)C (methyl sulfoxide), C(CC)(=O)C=1C(CC(CC1O)C=1C=CC2=C(N(C(CO2)=O)C)C1)=O (2-propionyl-3-hydroxy-5-(N-methyl-3-oxo-(2H)-1,4-benzoxazin-6-yl)cyclohex-2-en-1-one), Cl.C(C)ON (ethoxyamine hydrochloride), C(C)(=O)[O-].[Na+] (sodium acetate). As a reaction SMILES: CS(C)=O.[C:5]([C:9]1[C:10](=[O:28])[CH2:11][CH:12]([C:16]2[CH:17]=[CH:18][C:19]3[O:24][CH2:23][C:22](=[O:25])[N:21]([CH3:26])[C:20]=3[CH:27]=2)[CH2:13][C:14]=1[OH:15])(=O)[CH2:6][CH3:7].Cl.[CH2:30]([O:32][NH2:33])[CH3:31].C([O-])(=O)C.[Na+]>O>[CH2:30]([O:32][N:33]=[C:5]([C:9]1[C:10](=[O:28])[CH2:11][CH:12]([C:16]2[CH:17]=[CH:18][C:19]3[O:24][CH2:23][C:22](=[O:25])[N:21]([CH3:26])[C:20]=3[CH:27]=2)[CH2:13][C:14]=1[OH:15])[CH2:6][CH3:7])[CH3:31] |f:2.3,4.5|. Run in O (water). Procedure details: To 20 mL of methyl sulfoxide were added in sequence, 1.0 g (3.0 mmol) of 2-propionyl-3-hydroxy-5-(N-methyl-3-oxo-(2H)-1,4-benzoxazin-6-yl)cyclohex-2-en-1-one, 0.37 g (3.9 mmol) of ethoxyamine hydrochloride and 0.32 g (3.9 mmol) of anhydrous sodium acetate. The resulting mixture was stirred at ambient temperature for 5 hours, becoming a clear amber solution. The reaction mixture was diluted with 100 mL of water and extracted twice with 30 mL portions of ether. The extracts were combined, washed w... The reactants are COC=1C=C(C(=O)C2=CC=CC=C2)C=C(C1OC)[N+](=O)[O-] (3,4-dimethoxy-5-nitrobenzophenone). Run in C(C)(=O)O (acetic acid), Br (hydrobromic acid). Yields the product OC=1C=C(C(=O)C2=CC=CC=C2)C=C(C1O)[N+](=O)[O-] (3,4-dihydroxy-5-nitrobenzophenone). RXN SMILES: C[O:2][C:3]1[CH:4]=[C:5]([CH:14]=[C:15]([N+:19]([O-:21])=[O:20])[C:16]=1[O:17]C)[C:6]([C:8]1[CH:13]=[CH:12][CH:11]=[CH:10][CH:9]=1)=[O:7]>C(O)(=O)C.Br>[OH:2][C:3]1[CH:4]=[C:5]([CH:14]=[C:15]([N+:19]([O-:21])=[O:20])[C:16]=1[OH:17])[C:6]([C:8]1[CH:9]=[CH:10][CH:11]=[CH:12][CH:13]=1)=[O:7]. Procedure: 0.5 g of 3,4-dimethoxy-5-nitrobenzophenone is stirred at 110° for 30 hours in a mixture of 4 ml of acetic acid and 4 ml of 48 percent aqueous hydrobromic acid. The reaction mixture is subsequently evaporated to dryness. The residue is taken up in methylene chloride. It is washed with water, dried over sodium sulfate and evaporated. After recrystallization from methylene chloride/hexane there is obtained 3,4-dihydroxy-5-nitrobenzophenone of m.p. 132°. Starting materials: C1(CCCC1)N1C2=C(N(C(C(C1)(F)F)=O)C)C=NC(=N2)NC2=C(C=C(C(=O)NC1CCN(CC1)C)C=C2)OC (4-(9-cyclopentyl-7,7-difluoro-5-methyl-6-oxo-6,7,8,9-tetrahydro-5H-pyrimido[4,5-b][1,4]diazepin-2-ylamino)-3-methoxy-N-(1-methylpiperidin-4-yl)benzamide), [OH-].[Na+] (NaOH). Run in CN(C)C=O (DMF). Conditions: time 1 hour. The product is C1(CCCC1)N(CC(C(=O)O)(F)F)C1=NC(=NC=C1NC)NC1=C(C=C(C=C1)C(NC1CCN(CC1)C)=O)OC (3-(cyclopentyl(2-(2-methoxy-4-(1-methylpiperidin-4-ylcarbamoyl)phenylamino)-5-(methylamino)pyrimidin-4-yl)amino)-2,2-difluoropropanoic acid). As a reaction SMILES: [CH:1]1([N:6]2[CH2:12][C:11]([F:14])([F:13])[C:10](=[O:15])[N:9]([CH3:16])[C:8]3[CH:17]=[N:18][C:19]([NH:21][C:22]4[CH:37]=[CH:36][C:25]([C:26]([NH:28][CH:29]5[CH2:34][CH2:33][N:32]([CH3:35])[CH2:31][CH2:30]5)=[O:27])=[CH:24][C:23]=4[O:38][CH3:39])=[N:20][C:7]2=3)[CH2:5][CH2:4][CH2:3][CH2:2]1.[OH-:40].[Na+]>CN(C=O)C>[CH:1]1([N:6]([C:7]2[C:8]([NH:9][CH3:16])=[CH:17][N:18]=[C:19]([NH:21][C:22]3[CH:37]=[CH:36][C:25]([C:26](=[O:27])[NH:28][CH:29]4[CH2:34][CH2:33][N:32]([CH3:35])[CH2:31][CH2:30]4)=[CH:24][C:23]=3[O:38][CH3:39])[N:20]=2)[CH2:12][C:11]([F:14])([F:13])[C:10]([OH:40])=[O:15])[CH2:5][CH2:4][CH2:3][CH2:2]1 |f:1.2|. Procedure details: To a mixture of 4-(9-cyclopentyl-7,7-difluoro-5-methyl-6-oxo-6,7,8,9-tetrahydro-5H-pyrimido[4,5-b][1,4]diazepin-2-ylamino)-3-methoxy-N-(1-methylpiperidin-4-yl)benzamide (543 mg, 1 mmol) in 10 ml of DMF, was added 1N NaOH (5 ml) dropwise. The reaction mixture was stirred at rt. for 1 h and then subjected to reverse phase HPLC purification using basic column. The final compound was obtained by lyophilization first and then dried in the vacuum oven at 60° C. for 3 d (380 mg, 68%). 1H NMR (400 MHz, ... Run at time 2 hour. As a reaction SMILES: Br.[NH2:2][C:3]1[C:4]([Br:13])=[C:5]2[C:10](=[CH:11][CH:12]=1)[N:9]=[CH:8][CH:7]=[N:6]2.[C:14](Cl)(Cl)=[S:15]>O>[Br:13][C:4]1[C:3]([N:2]=[C:14]=[S:15])=[CH:12][CH:11]=[C:10]2[C:5]=1[N:6]=[CH:7][CH:8]=[N:9]2 |f:0.1|. Procedure: To a stirred solution of 6-amino-5-bromoquinoxaline hydrobromide (10 g) in distilled water (150 ml) is added thiophosgene (3 ml). The solution is stirred for two hours at room temperature and the resultant precipitate is collected by filtration, washed with water, and dried to afford 5-bromo-6-isothiocyanato-quinoxaline. The solvent is O (water). The reactants are Br.NC=1C(=C2N=CC=NC2=CC1)Br (6-amino-5-bromoquinoxaline hydrobromide), C(=S)(Cl)Cl (thiophosgene). Product: BrC1=C2N=CC=NC2=CC=C1N=C=S (5-bromo-6-isothiocyanato-quinoxaline). Starting materials: O (Water), COC(=O)/C=C/C=1C(=NC(N([C@H]2[C@H](O)[C@H](O)[C@@H](CO)O2)C1)=O)N ((E)-5-(2-methoxycarbonyl ethenyl) cytidine), C(C)#N (acetonitrile). The solvent is C(C)N(CC)CC (triethylamine), P(=O)(Cl)(Cl)Cl (phosphorus oxychloride), N1N=NC(=C1)CC#N (triazole acetonitrile). Run at time 10 minute. Yields the product C(#N)/C=C/C=1C(NC(N([C@H]2C[C@H](O)[C@@H](CO)O2)C1)=O)=O ((E)-5-(2-cyanoethenyl) deoxyuridine). As a reaction SMILES: COC(/C=[CH:6]/[C:7]1[C:8](N)=[N:9][C:10](=[O:22])[N:11]([CH:21]=1)[C@@H:12]1[O:20][C@H:17]([CH2:18][OH:19])[C@@H:15]([OH:16])[C@H:13]1O)=O.[OH2:24].[C:25](#[N:27])[CH3:26]>C(N(CC)CC)C.P(Cl)(Cl)(Cl)=O.N1C=C(CC#N)N=N1>[C:25](/[CH:26]=[CH:6]/[C:7]1[C:8](=[O:24])[NH:9][C:10](=[O:22])[N:11]([CH:21]=1)[C@@H:12]1[O:20][C@H:17]([CH2:18][OH:19])[C@@H:15]([OH:16])[CH2:13]1)#[N:27]. Reported procedure: 2.00 g of 3', 5'-di-O-acetyl-(E)-5-(2-cyano-ethenyl) deoxyuridine (c) was dissolved in 20 ml of absolute acetonitrile, to which 9.2 ml of triethylamine, 1.12 ml of phosphorus oxychloride, and further 50 ml of 1.3 M triazole acetonitrile solution were added. The mixture was allowed to undergo a reaction at room temperature for 90 minutes. Water was added to the reaction mixture and it was left standing for 10 minutes. The reaction mixture was evaporated to dryness at reduced pressure and the resi... Starting materials: C1CCOC1, CC(C)[Mg+], [Cl-], [Cl-], COc1ccc(Cl)c(C(C)C=O)c1, Clc1cc(I)ccn1, [Li+], O. Product: COc1ccc(Cl)c(C(C)C(O)c2ccnc(Cl)c2)c1. As a reaction SMILES: [CH2:30]1[O:31][CH2:32][CH2:33][CH2:34]1.[CH:12]([Mg+:13])([CH3:14])[CH3:15].[Cl-:11].[Cl-:9].[Cl:16][c:17]1[c:18]([CH:25]([CH:26]=[O:27])[CH3:28])[cH:19][c:20]([O:23][CH3:24])[cH:21][cH:22]1.[Cl:1][c:2]1[n:3][cH:4][cH:5][c:6]([I:8])[cH:7]1.[Li+:10].[OH2:29]>>[Cl:1][c:2]1[n:3][cH:4][cH:5][c:6]([CH:26]([CH:25]([c:18]2[c:17]([Cl:16])[cH:22][cH:21][c:20]([O:23][CH3:24])[cH:19]2)[CH3:28])[OH:27])[cH:7]1.